Task: describe an organic reaction: reactants, conditions, products, and yield. Dataset: the Open Reaction Database (ORD), a public repository of structured organic reaction records Reactants: O=C([C@H](O)[C@@H](O)[C@@H](O)[C@H](O)C(=O)O)O (galactaric acid), CNC(C)C\C=C\C=1C=NC=C(C1)OC ((4E)-N-Methyl-5-(5-methoxy-3-pyridyl)-4-penten-2-amine), O (water). The solvent is C(C)O (ethyl alcohol). Conditions: temperature 60 celsius. Product: O=C([C@H](O)[C@@H](O)[C@@H](O)[C@H](O)C(=O)O)O.CNC(C)C\C=C\C=1C=NC=C(C1)OC.CNC(C)C\C=C\C=1C=NC=C(C1)OC ((4E)-N-Methyl-5-(5-methoxy-3-pyridyl)-4-penten-2-amine Hemigalactarate). Reaction SMILES: [CH3:1][NH:2][CH:3]([CH2:5]/[CH:6]=[CH:7]/[C:8]1[CH:9]=[N:10][CH:11]=[C:12]([O:14][CH3:15])[CH:13]=1)[CH3:4].[O:16]=[C:17]([OH:29])[C@@H:18]([C@H:20]([C@H:22]([C@@H:24]([C:26]([OH:28])=[O:27])[OH:25])[OH:23])[OH:21])[OH:19].O>C(O)C>[O:16]=[C:17]([OH:29])[C@@H:18]([C@H:20]([C@H:22]([C@@H:24]([C:26]([OH:28])=[O:27])[OH:25])[OH:23])[OH:21])[OH:19].[CH3:1][NH:2][CH:3]([CH2:5]/[CH:6]=[CH:7]/[C:8]1[CH:9]=[N:10][CH:11]=[C:12]([O:14][CH3:15])[CH:13]=1)[CH3:4].[CH3:1][NH:2][CH:3]([CH2:5]/[CH:6]=[CH:7]/[C:8]1[CH:9]=[N:10][CH:11]=[C:12]([O:14][CH3:15])[CH:13]=1)[CH3:4] |f:4.5.6|. Procedure: (4E)-N-Methyl-5-(5-methoxy-3-pyridyl)-4-penten-2-amine (1.20 g, 5.83 mmol) was dissolved in ethyl alcohol (20 mL), assisted by warming to 60° C. The warm solution was treated with galactaric acid (610 mg, 2.91 mmol) in one portion, followed by dropwise addition of water (0.5 mL). The solution was filtered while hot to remove some insoluble material. The filtrate was allowed to cool to ambient temperature. The resulting crystals were filtered, washed with anhydrous diethyl ether, and dried under ... Reactants: C(C)(C)(C)OC(=O)N1CCN(CC1)C([C@H](CCCN/C(=N/S(=O)(=O)C=1C(=C(C2=C(CC(O2)(C)C)C1C)C)C)/N)N)=O (4-[(S)-2-Amino-5-({amino-[(E)-2,2,4,6,7-pentamethyl-2,3-dihydro-benzofuran-5-sulfonylimino]-methyl}-amino)-pentanoyl]-piperazine-1-carboxylic acid tert-butyl ester), [OH-].[Na+] (NaOH), C1=C(C=CC2=CC=CC=C12)S(=O)(=O)Cl (2-naphthalene sulfonylchloride). Run in C1CCOC1 (THF), C1CCOC1 (THF), CCOC(=O)C (EtOAc). Run at temperature 5 celsius, time 10 minute. The product is C(C)(C)(C)OC(=O)N1CCN(CC1)C([C@H](CCCN/C(=N/S(=O)(=O)C=1C(=C(C2=C(CC(O2)(C)C)C1C)C)C)/N)NS(=O)(=O)C1=CC2=CC=CC=C2C=C1)=O (4-[(S)-5-({Amino-[(E)-2,2,4,6,7-pentamethyl-2,3-dihydro-benzofuran-5-sulfonylimino]-methyl}-amino)-2-(naphthalene-2-sulfonylamino)-pentanoyl]-piperazine-1-carboxylic acid tert-butyl ester). The yield is 100.0%. As a reaction SMILES: [C:1]([O:5][C:6]([N:8]1[CH2:13][CH2:12][N:11]([C:14](=[O:41])[C@@H:15]([NH2:40])[CH2:16][CH2:17][CH2:18][NH:19]/[C:20](/[NH2:39])=[N:21]/[S:22]([C:25]2[C:26]([CH3:38])=[C:27]([CH3:37])[C:28]3[O:32][C:31]([CH3:34])([CH3:33])[CH2:30][C:29]=3[C:35]=2[CH3:36])(=[O:24])=[O:23])[CH2:10][CH2:9]1)=[O:7])([CH3:4])([CH3:3])[CH3:2].[OH-].[Na+].[CH:44]1[C:53]2[C:48](=[CH:49][CH:50]=[CH:51][CH:52]=2)[CH:47]=[CH:46][C:45]=1[S:54](Cl)(=[O:56])=[O:55]>C1COCC1.CCOC(C)=O>[C:1]([O:5][C:6]([N:8]1[CH2:13][CH2:12][N:11]([C:14](=[O:41])[C@@H:15]([NH:40][S:54]([C:45]2[CH:46]=[CH:47][C:48]3[C:53](=[CH:52][CH:51]=[CH:50][CH:49]=3)[CH:44]=2)(=[O:56])=[O:55])[CH2:16][CH2:17][CH2:18][NH:19]/[C:20](/[NH2:39])=[N:21]/[S:22]([C:25]2[C:26]([CH3:38])=[C:27]([CH3:37])[C:28]3[O:32][C:31]([CH3:33])([CH3:34])[CH2:30][C:29]=3[C:35]=2[CH3:36])(=[O:23])=[O:24])[CH2:10][CH2:9]1)=[O:7])([CH3:4])([CH3:2])[CH3:3] |f:1.2|. Procedure: To a solution of compound B (28.0 g, 46.2 mmol) in THF (250 mL) was added aqueous 1N NaOH (171 mL). The reaction mixture was cooled to ˜5° C., a solution of 2-naphthalene sulfonylchloride (26.19 g, 115.6 mmol) in THF (125 mL) was added dropwise. The reaction mixture was stirred at ˜5° C. for 10 min, with stirring continued at room temperature for 2 h. The reaction mixture was diluted with EtOAc (1 L), washed with aqueous 1N NaOH (1 L), water (1 L) and brine (1 L). The organic layer was separated... Reactants: CCOC(=O)C=Cc1ccc(CNC(=O)c2ccc(N3CCN(Cc4cccnc4)CC3)cc2)cc1, CO, NO. Yields the product O=C(C=Cc1ccc(CNC(=O)c2ccc(N3CCN(Cc4cccnc4)CC3)cc2)cc1)NO. As a reaction SMILES: [CH2:3]([O:5][C:6](=[O:4])[CH:7]=[CH:8][c:9]1[cH:10][cH:11][c:12]([CH2:15][NH:16][C:17]([c:18]2[cH:19][cH:20][c:21]([N:24]3[CH2:25][CH2:26][N:27]([CH2:30][c:31]4[cH:32][n:33][cH:34][cH:35][cH:36]4)[CH2:28][CH2:29]3)[cH:22][cH:23]2)=[O:37])[cH:13][cH:14]1)[CH3:38].[CH3:39][OH:40].[NH2:1][OH:2]>>[NH:1]([OH:2])[C:6](=[O:5])[CH:7]=[CH:8][c:9]1[cH:10][cH:11][c:12]([CH2:15][NH:16][C:17]([c:18]2[cH:19][cH:20][c:21]([N:24]3[CH2:25][CH2:26][N:27]([CH2:30][c:31]4[cH:32][n:33][cH:34][cH:35][cH:36]4)[CH2:28][CH2:29]3)[cH:22][cH:23]2)=[O:37])[cH:13][cH:14]1. Starting materials: Cc1cc(Cl)nc(-c2ccccn2)n1, Nc1cccc(F)c1. The product is Cc1cc(Nc2cccc(F)c2)nc(-c2ccccn2)n1. RXN SMILES: [Cl:1][c:2]1[n:3][c:4](-[c:9]2[n:10][cH:11][cH:12][cH:13][cH:14]2)[n:5][c:6]([CH3:8])[cH:7]1.[NH2:15][c:16]1[cH:17][cH:18][cH:19][c:20]([F:21])[cH:22]1>>[c:2]1([NH:15][c:16]2[cH:17][cH:18][cH:19][c:20]([F:21])[cH:22]2)[n:3][c:4](-[c:9]2[n:10][cH:11][cH:12][cH:13][cH:14]2)[n:5][c:6]([CH3:8])[cH:7]1. The reactants are C1(C=2C(C(N1)=O)=CC=CC2)=O (phthalimide), C1(=CC=CC=C1)P(C1=CC=CC=C1)C1=CC=CC=C1 (triphenylphosphine), N(=NC(=O)OCC)C(=O)OCC (diethyl azodicarboxylate), N(=NC(=O)OCC)C(=O)OCC (diethyl azodicarboxylate), C(C)(C)(C)OC(=O)C1=C(SC=2CN([C@@H](CC21)CO)C(=O)OC(C)(C)C)N (2-amino-5-(S)-hydroxymethyl-4,5,6,7-tetrahydro-thieno[2,3-c]pyridine-3,6-dicarboxylic acid di-tert-butyl ester), C1(C=2C(C(N1)=O)=CC=CC2)=O (phthalimide), C1(=CC=CC=C1)P(C1=CC=CC=C1)C1=CC=CC=C1 (triphenylphosphine). Solvent: O1CCCC1 (tetrahydrofuran). Conditions: temperature 0 celsius, time 8 hour. Product: C(C)(C)(C)OC(=O)C1=C(SC=2CN([C@@H](CC21)CN2C(C1=CC=CC=C1C2=O)=O)C(=O)OC(C)(C)C)N (2-amino-5-(S)-(1,3-dioxo-1,3-dihydro-isoindol-2-ylmethyl)-4,5,6,7-tetrahydro-thieno[2,3-c]pyridine-3,6-dicarboxylic acid di-tert-butyl ester). Yield: 8.6%. RXN SMILES: [C:1]([O:5][C:6]([C:8]1[C:16]2[CH2:15][C@@H:14]([CH2:17]O)[N:13]([C:19]([O:21][C:22]([CH3:25])([CH3:24])[CH3:23])=[O:20])[CH2:12][C:11]=2[S:10][C:9]=1[NH2:26])=[O:7])([CH3:4])([CH3:3])[CH3:2].[C:27]1(=[O:37])[NH:31][C:30](=[O:32])[C:29]2=[CH:33][CH:34]=[CH:35][CH:36]=[C:28]12.C1(P(C2C=CC=CC=2)C2C=CC=CC=2)C=CC=CC=1.N(C(OCC)=O)=NC(OCC)=O>O1CCCC1>[C:1]([O:5][C:6]([C:8]1[C:16]2[CH2:15][C@@H:14]([CH2:17][N:31]3[C:27](=[O:37])[C:28]4[C:29](=[CH:33][CH:34]=[CH:35][CH:36]=4)[C:30]3=[O:32])[N:13]([C:19]([O:21][C:22]([CH3:25])([CH3:24])[CH3:23])=[O:20])[CH2:12][C:11]=2[S:10][C:9]=1[NH2:26])=[O:7])([CH3:3])([CH3:2])[CH3:4]. Procedure: To a mixture of the above 2-amino-5-(S)-hydroxymethyl-4,5,6,7-tetrahydro-thieno[2,3-c]pyridine-3,6-dicarboxylic acid di-tert-butyl ester (2.00 g, 5.20 mmol), phthalimide (0.92 g, 6.24 mmol) and triphenylphosphine (1.64 g, 6.24 mmol) in dry tetrahydrofuran (30 ml) cooled to 0° C. under a nitrogen atmosphere was added diethyl azodicarboxylate (DEAD) (0.98 ml, 6.24 mmol). The reaction mixture was allowed to stir overnight, slowly warming to room temperature. Next day the reaction mixture was again ...